This data is from the Open Reaction Database (ORD), a public repository of structured organic reaction records. The task is: describe an organic reaction: reactants, conditions, products, and yield The reactants are FC1(C[C@@H](CC1)[C@](C(=O)OC1CCN(CC1)CC1CCCCCC1)(C1=CC=CC=C1)O)F (1-(cycloheptylmethyl)piperidin-4-yl (2R)-((1R)-3,3-difluorocyclopentyl)-2-hydroxy-2-phenylethanoate), CI (methyl iodide). Conditions: time 12 hour. Product: [I-].C1(CCCCCC1)C[N+]1(CCC(CC1)OC([C@@](C1=CC=CC=C1)(O)[C@H]1CC(CC1)(F)F)=O)C (1-cycloheptylmethyl-4-(((2R)-2-((1R)-3,3-difluorocyclopentyl)-2-hydroxy-2-phenylethanoyl)oxy)-1-methylpiperidinium iodide). As a reaction SMILES: [F:1][C:2]1([F:32])[CH2:6][CH2:5][C@@H:4]([C@@:7]([OH:31])([C:25]2[CH:30]=[CH:29][CH:28]=[CH:27][CH:26]=2)[C:8]([O:10][CH:11]2[CH2:16][CH2:15][N:14]([CH2:17][CH:18]3[CH2:24][CH2:23][CH2:22][CH2:21][CH2:20][CH2:19]3)[CH2:13][CH2:12]2)=[O:9])[CH2:3]1.[CH3:33][I:34]>>[I-:34].[CH:18]1([CH2:17][N+:14]2([CH3:33])[CH2:13][CH2:12][CH:11]([O:10][C:8](=[O:9])[C@:7]([C@@H:4]3[CH2:5][CH2:6][C:2]([F:1])([F:32])[CH2:3]3)([OH:31])[C:25]3[CH:26]=[CH:27][CH:28]=[CH:29][CH:30]=3)[CH2:16][CH2:15]2)[CH2:19][CH2:20][CH2:21][CH2:22][CH2:23][CH2:24]1 |f:2.3|. Procedure details: A solution formed by dissolving 1-(cycloheptylmethyl)piperidin-4-yl (2R)-((1R)-3,3-difluorocyclopentyl)-2-hydroxy-2-phenylethanoate in 0.3 ml of methyl iodide at room temperature was allowed to stand for 12 hours at the same temperature, and excessive reagent was distilled off under reduced pressure. The diastereomers in the residue were separated on preparative thin layer chromatography (Kieselgel™60F254, Art5744 (Merck), chloroform/methanol=5/1) to provide the title compound respectively as 3....